Dataset: the Open Reaction Database (ORD), a public repository of structured organic reaction records. Task: describe an organic reaction: reactants, conditions, products, and yield Starting materials: C1(CC1)N1C(=CC(C2=CC(=C(C=C12)F)F)=O)C(=O)O (1-Cyclopropyl-6,7-difluoro-1,4-dihydro-4-oxoquinoline carboxylic acid), [BH4-].[Na+] (sodium borohydride), 1-A. Product: C1(CC1)N1CCC(C2=CC(=C(C=C12)F)F)=O (1-cyclopropyl-6,7-difluoro-1,2,3,4-tetrahydro-4-oxoquinoline). Isolated yield 71.3%. RXN SMILES: [CH:1]1([N:4]2[C:13]3[C:8](=[CH:9][C:10]([F:15])=[C:11]([F:14])[CH:12]=3)[C:7](=[O:16])[CH:6]=[C:5]2C(O)=O)[CH2:3][CH2:2]1.[BH4-].[Na+]>>[CH:1]1([N:4]2[C:13]3[C:8](=[CH:9][C:10]([F:15])=[C:11]([F:14])[CH:12]=3)[C:7](=[O:16])[CH2:6][CH2:5]2)[CH2:3][CH2:2]1 |f:1.2|. Procedure details: 1-Cyclopropyl-6,7-difluoro-1,4-dihydro-4-oxoquinoline carboxylic acid(20 g) and sodium borohydride(11.5 g) were reacted in the same method as described in Preparation 1-A to give the yellow above-indicated compound(12 g).